This data is from the Open Reaction Database (ORD), a public repository of structured organic reaction records. The task is: describe an organic reaction: reactants, conditions, products, and yield As a reaction SMILES: [CH2:38]1[O:39][CH2:40][CH2:41][CH2:42]1.[CH:3]1([O:7][CH2:8][CH:9]([C:10](=[O:11])[NH:12][c:13]2[n:14][cH:15][c:16]([CH3:19])[n:17][cH:18]2)[OH:20])[CH2:4][CH2:5][CH2:6]1.[Cl:21][c:22]1[c:23]2[c:24]([n:25][cH:26][n:27]1)[n:28](-[c:31]1[c:32]([CH3:37])[cH:33][n:34][cH:35][cH:36]1)[n:29][cH:30]2.[H-:1].[Na+:2]>>[CH:3]1([O:7][CH2:8][CH:9]([C:10](=[O:11])[NH:12][c:13]2[n:14][cH:15][c:16]([CH3:19])[n:17][cH:18]2)[O:20][c:22]2[c:23]3[c:24]([n:25][cH:26][n:27]2)[n:28](-[c:31]2[c:32]([CH3:37])[cH:33][n:34][cH:35][cH:36]2)[n:29][cH:30]3)[CH2:4][CH2:5][CH2:6]1. Starting materials: C1CCOC1, Cc1cnc(NC(=O)C(O)COC2CCC2)cn1, Cc1cnccc1-n1ncc2c(Cl)ncnc21, [H-], [Na+]. Product: Cc1cnc(NC(=O)C(COC2CCC2)Oc2ncnc3c2cnn3-c2ccncc2C)cn1. The reactants are C1CCOC1, COC(=O)Cc1c(C)[nH]c2ncccc12, CN(C)C=O, Cc1ccc(S(=O)(=O)OCc2ccoc2)cc1. Yields the product COC(=O)Cc1c(C)n(Cc2ccoc2)c2ncccc12. As a reaction SMILES: [CH2:33]1[O:34][CH2:35][CH2:36][CH2:37]1.[CH3:1][O:2][C:3]([CH2:4][c:5]1[c:6]([CH3:14])[nH:7][c:8]2[n:9][cH:10][cH:11][cH:12][c:13]12)=[O:15].[O:38]=[CH:39][N:40]([CH3:41])[CH3:42].[o:16]1[cH:17][c:18]([CH2:21][O:22][S:23]([c:24]2[cH:25][cH:26][c:27]([CH3:28])[cH:29][cH:30]2)(=[O:31])=[O:32])[cH:19][cH:20]1>>[CH3:1][O:2][C:3]([CH2:4][c:5]1[c:6]([CH3:14])[n:7]([CH2:21][c:18]2[cH:17][o:16][cH:20][cH:19]2)[c:8]2[n:9][cH:10][cH:11][cH:12][c:13]12)=[O:15]. The reactants are N1(CCOCC1)NC(=O)C1=CC2=C(N(C(=N2)C=2C=C3N=CC(=NC3=CC2)C2=CC=CC=C2)C2CCCCC2)C=C1 (1-cyclohexyl-2-(2-phenyl-quinoxalin-6-yl)-1H-benzoimidazole-5-carboxylic acid morpholin-4-ylamide), NC=1C=C2C=CC(=CC2=CC1)C(=O)O (6-amino-naphthalene-2-carboxylic acid). The product is C1(CCCCC1)N1C(=NC2=C1C=CC(=C2)C(=O)NC=2C=C1C=CC(=CC1=CC2)C(=O)O)C=2C=C1N=CC(=NC1=CC2)C2=CC=CC=C2 (6-{[1-Cyclohexyl-2-(2-phenyl-quinoxalin-6-yl)-1H-benzoimidazole-5-carbonyl]-amino}-naphthalene-2-carboxylic acid). Isolated yield 53.0%. RXN SMILES: N1(N[C:8]([C:10]2[CH:40]=[CH:39][C:13]3[N:14]([CH:33]4[CH2:38][CH2:37][CH2:36][CH2:35][CH2:34]4)[C:15]([C:17]4[CH:18]=[C:19]5[C:24](=[CH:25][CH:26]=4)[N:23]=[C:22]([C:27]4[CH:32]=[CH:31][CH:30]=[CH:29][CH:28]=4)[CH:21]=[N:20]5)=[N:16][C:12]=3[CH:11]=2)=[O:9])CCOCC1.[NH2:41][C:42]1[CH:43]=[C:44]2[C:49](=[CH:50][CH:51]=1)[CH:48]=[C:47]([C:52]([OH:54])=[O:53])[CH:46]=[CH:45]2>>[CH:33]1([N:14]2[C:13]3[CH:39]=[CH:40][C:10]([C:8]([NH:41][C:42]4[CH:43]=[C:44]5[C:49](=[CH:50][CH:51]=4)[CH:48]=[C:47]([C:52]([OH:54])=[O:53])[CH:46]=[CH:45]5)=[O:9])=[CH:11][C:12]=3[N:16]=[C:15]2[C:17]2[CH:18]=[C:19]3[C:24](=[CH:25][CH:26]=2)[N:23]=[C:22]([C:27]2[CH:28]=[CH:29][CH:30]=[CH:31][CH:32]=2)[CH:21]=[N:20]3)[CH2:38][CH2:37][CH2:36][CH2:35][CH2:34]1. Procedure details: The general procedure described for Compound 574 was used with 6-amino-naphthalene-2-carboxylic acid (18.7 mg), producing 15 mg of the title compound (53% yield). MS: 618.30 (M+H+) HPLC Procedure A, retention time=16.24 min.